describe an organic reaction: reactants, conditions, products, and yield From a dataset of the Open Reaction Database (ORD), a public repository of structured organic reaction records. Starting materials: BrC=1C(=NC=NC1)Cl (5-bromo-4-chloropyrimidine), N1=C(C=CC=C1N)N (pyridine-2,6-diamine), O(C1=CC=CC=C1)C1=CC=C(C=C1)B(O)O ((4-phenoxyphenyl)boronic acid), C(C=C)(=O)Cl (acryloyl chloride). Yields the product O(C1=CC=CC=C1)C1=CC=C(C=C1)C=1C(=NC=NC1)NC1=CC=CC(=N1)NC(C=C)=O (N-(6-((5-(4-phenoxyphenyl)pyrimidin-4-yl)amino)pyridin-2-yl)acrylamide). Reaction SMILES: Br[C:2]1[C:3](Cl)=[N:4][CH:5]=[N:6][CH:7]=1.[N:9]1[C:14]([NH2:15])=[CH:13][CH:12]=[CH:11][C:10]=1[NH2:16].[O:17]([C:24]1[CH:29]=[CH:28][C:27](B(O)O)=[CH:26][CH:25]=1)[C:18]1[CH:23]=[CH:22][CH:21]=[CH:20][CH:19]=1.[C:33](Cl)(=[O:36])[CH:34]=[CH2:35]>>[O:17]([C:24]1[CH:29]=[CH:28][C:27]([C:2]2[C:3]([NH:15][C:14]3[N:9]=[C:10]([NH:16][C:33](=[O:36])[CH:34]=[CH2:35])[CH:11]=[CH:12][CH:13]=3)=[N:4][CH:5]=[N:6][CH:7]=2)=[CH:26][CH:25]=1)[C:18]1[CH:23]=[CH:22][CH:21]=[CH:20][CH:19]=1. Procedure: N-(6-((5-(4-phenoxyphenyl)pyrimidin-4-yl)amino)pyridin-2-yl)acrylamide was prepared from 5-bromo-4-chloropyrimidine, pyridine-2,6-diamine, (4-phenoxyphenyl)boronic acid, and acryloyl chloride using methods H, C, and F. HPLC: 97%. MS: m/z=410 [M+H]+. 1H-NMR (DMSO-D6) δ 10.43 (s, 1H), 8.75 (s, 1H), 8.33 (s, 1H), 8.04 (broad s, 1H), 7.85-7.73 (m, 3H), 7.48 (d, 2H), 7.39 (t, 2H), 7.15 (t, 1H), 7.07 (d, 2H), 7.03 (d, 2H), 6.47 (dd, 1H), 6.22 (d, 1H), 5.70 (d, 1H). The reactants are Cl (hydrochloric acid), ClCCC\C(\C(=O)NNC(=O)OC(C)(C)C)=C/C1=CC(=C(C=C1)N1C=NC(=C1)C)OC (tert-butyl N′-{5-chloro-2-{1-[3-methoxy-4-(4-methyl-1H-imidazol-1-yl)phenyl]-(E)-methylidene}pentanoyl}hydrazinecarboxylate). Run in C(C)(=O)OCC (ethyl acetate), C(C)(=O)OCC (ethyl acetate). Conditions: time 2 hour. The product is Cl.Cl.ClCCC\C(\C(=O)NN)=C/C1=CC(=C(C=C1)N1C=NC(=C1)C)OC (5-chloro-2-{1-[3-methoxy-4-(4-methyl-1H-imidazol-1-yl)phenyl]-(E)-methylidene}valeric acid hydrazide dihydrochloride). Reaction SMILES: [ClH:1].[Cl:2][CH2:3][CH2:4][CH2:5]/[C:6](=[CH:18]\[C:19]1[CH:24]=[CH:23][C:22]([N:25]2[CH:29]=[C:28]([CH3:30])[N:27]=[CH:26]2)=[C:21]([O:31][CH3:32])[CH:20]=1)/[C:7]([NH:9][NH:10]C(OC(C)(C)C)=O)=[O:8]>C(OCC)(=O)C>[ClH:2].[ClH:1].[Cl:2][CH2:3][CH2:4][CH2:5]/[C:6](=[CH:18]\[C:19]1[CH:24]=[CH:23][C:22]([N:25]2[CH:29]=[C:28]([CH3:30])[N:27]=[CH:26]2)=[C:21]([O:31][CH3:32])[CH:20]=1)/[C:7]([NH:9][NH2:10])=[O:8] |f:3.4.5|. Procedure details: A solution of 4 N hydrochloric acid in ethyl acetate (1 mL) was added to a solution of tert-butyl N′-{5-chloro-2-{1-[3-methoxy-4-(4-methyl-1H-imidazol-1-yl)phenyl]-(E)-methylidene}pentanoyl}hydrazinecarboxylate (222 mg) in ethyl acetate (1 mL), and the reaction solution was stirred at room temperature for two hours. The reaction solution was concentrated under reduced pressure to obtain 208 mg of the title compound. The property values of the compound are as follows. Reactants: CCOC(C)=O, NC1CCCCC1, O=C(NOc1cccc(Cl)c1Cl)Oc1ccccc1. The product is O=C(NOc1cccc(Cl)c1Cl)NC1CCCCC1. Reaction SMILES: [CH3:27][CH2:28][O:29][C:30](=[O:31])[CH3:32].[NH2:20][CH:21]1[CH2:22][CH2:23][CH2:24][CH2:25][CH2:26]1.[c:1]1([O:2][C:8]([NH:9][O:10][c:11]2[c:12]([Cl:18])[c:13]([Cl:17])[cH:14][cH:15][cH:16]2)=[O:19])[cH:3][cH:4][cH:5][cH:6][cH:7]1>>[C:8]([NH:9][O:10][c:11]1[c:12]([Cl:18])[c:13]([Cl:17])[cH:14][cH:15][cH:16]1)(=[O:19])[NH:20][CH:21]1[CH2:22][CH2:23][CH2:24][CH2:25][CH2:26]1.